This data is from the Open Reaction Database (ORD), a public repository of structured organic reaction records. The task is: describe an organic reaction: reactants, conditions, products, and yield Reactants: N-[2-chloro-4-[[[(3-hydroxyphenyl)methyl]amino]carbonyl]benzoyl]-3-[(DL-7-methoxy-1,2,3,4,4αβ,9,10,10αβ-octahydro-2β-phenanthrenecarbonyl)]amino-L-alanine, BrC=1C=C2C(CC(NC2=CC1)=O)C(=O)NC[C@H](NC(C1=C(C=C(C=C1)C(=O)NCC1=CC(=CC=C1)O)Cl)=O)C(=O)O (3-(6-bromo-2-oxo-1,2,3,4-tetrahydroquinoline-4-carbonyl)amino-N-[2-chloro-4-[[[(3-hydroxyphenyl)methyl]amino]carbonyl]benzoyl]-L-alanine), ClC1=C(C(=O)N[C@@H](CNC(=O)C=2OC3=C(C2)C=CC=C3)C(=O)O)C=CC(=C1)C(=O)NCC1=CC(=CC=C1)O (N-[2-chloro-4-[[[(3-hydroxyphenyl)methyl]amino]carbonyl]benzoyl]-3-(benzofuran-2-carbonyl)amino-L-alanine). Yields the product ClC1=C(C(=O)N[C@@H](CNC(=O)C2CC3=CC=CC=C3CC2)C(=O)O)C=CC(=C1)C(=O)NCC1=CC(=CC=C1)O (N-[2-chloro-4-[[[(3-hydroxyphenyl)methyl]amino]carbonyl]benzoyl]-3-[(1,2,3,4-tetrahydronaphthalene-2-carbonyl)]amino-L-alanine). RXN SMILES: Br[C:2]1C=C2C(=C[CH:11]=1)NC(=O)CC2C(NC[C@@H](C(O)=O)NC(=O)C1C=CC(C(NCC2C=CC=C(O)C=2)=O)=CC=1Cl)=O.[Cl:42][C:43]1[CH:68]=[C:67]([C:69]([NH:71][CH2:72][C:73]2[CH:78]=[CH:77][CH:76]=[C:75]([OH:79])[CH:74]=2)=[O:70])[CH:66]=[CH:65][C:44]=1[C:45]([NH:47][C@H:48]([C:62]([OH:64])=[O:63])[CH2:49][NH:50][C:51]([C:53]1O[C:55]2[CH:61]=[CH:60][CH:59]=[CH:58][C:56]=2[CH:57]=1)=[O:52])=[O:46]>>[Cl:42][C:43]1[CH:68]=[C:67]([C:69]([NH:71][CH2:72][C:73]2[CH:78]=[CH:77][CH:76]=[C:75]([OH:79])[CH:74]=2)=[O:70])[CH:66]=[CH:65][C:44]=1[C:45]([NH:47][C@H:48]([C:62]([OH:64])=[O:63])[CH2:49][NH:50][C:51]([CH:53]1[CH2:11][CH2:2][C:55]2[C:56](=[CH:58][CH:59]=[CH:60][CH:61]=2)[CH2:57]1)=[O:52])=[O:46]. Procedure details: N-[2-chloro-4-[[[(3-hydroxyphenyl)methyl]amino]carbonyl]benzoyl]-3-[(DL-7-methoxy-1,2,3,4,4αβ,9,10,10αβ-octahydro-2β-phenanthrenecarbonyl)]amino-L-alanine; 3-(6-bromo-2-oxo-1,2,3,4-tetrahydroquinoline-4-carbonyl)amino-N-[2-chloro-4-[[[(3-hydroxyphenyl)methyl]amino]carbonyl]benzoyl]-L-alanine; N-[2-chloro-4-[[[(3-hydroxyphenyl)methyl]amino]carbonyl]benzoyl]-3-(benzofuran-2-carbonyl)amino-L-alanine; The reactants are CO, CN(C)C(=O)COc1cnc2[nH]c(C(=CC3CCCC3)c3ccc(S(C)(=O)=O)cc3)cc2c1, [H][H]. Product: CN(C)C(=O)COc1cnc2[nH]c(C(CC3CCCC3)c3ccc(S(C)(=O)=O)cc3)cc2c1. As a reaction SMILES: [CH3:36][OH:37].[CH:1]1([CH:6]=[C:7]([c:8]2[cH:9][cH:10][c:11]([S:14](=[O:15])(=[O:16])[CH3:17])[cH:12][cH:13]2)[c:18]2[cH:19][c:20]3[c:21]([n:22][cH:23][c:24]([O:26][CH2:27][C:28](=[O:29])[N:30]([CH3:31])[CH3:32])[cH:25]3)[nH:33]2)[CH2:2][CH2:3][CH2:4][CH2:5]1.[H:34][H:35]>>[CH:1]1([CH2:6][CH:7]([c:8]2[cH:9][cH:10][c:11]([S:14](=[O:15])(=[O:16])[CH3:17])[cH:12][cH:13]2)[c:18]2[cH:19][c:20]3[c:21]([n:22][cH:23][c:24]([O:26][CH2:27][C:28](=[O:29])[N:30]([CH3:31])[CH3:32])[cH:25]3)[nH:33]2)[CH2:2][CH2:3][CH2:4][CH2:5]1. Starting materials: Fc1cc(OC2CNC2)ccc1CN1CCCC1, CCOC(=O)c1nnc(-c2ccccc2)o1. Product: O=C(c1nnc(-c2ccccc2)o1)N1CC(Oc2ccc(CN3CCCC3)c(F)c2)C1. Reaction SMILES: [NH:1]1[CH2:2][CH:3]([O:5][c:6]2[cH:7][c:8]([F:18])[c:9]([CH2:10][N:11]3[CH2:12][CH2:13][CH2:14][CH2:15]3)[cH:16][cH:17]2)[CH2:4]1.[c:19]1(-[c:25]2[n:26][n:27][c:28]([C:30](=[O:31])[O:32][CH2:33][CH3:34])[o:29]2)[cH:20][cH:21][cH:22][cH:23][cH:24]1>>[N:1]1([C:30]([c:28]2[n:27][n:26][c:25](-[c:19]3[cH:20][cH:21][cH:22][cH:23][cH:24]3)[o:29]2)=[O:31])[CH2:2][CH:3]([O:5][c:6]2[cH:7][c:8]([F:18])[c:9]([CH2:10][N:11]3[CH2:12][CH2:13][CH2:14][CH2:15]3)[cH:16][cH:17]2)[CH2:4]1. Starting materials: FC1=CC=C(C=C1)C1=[N+](C=CC=C1C(=O)OC)[O-] (2-(4-fluorophenyl)-3-(methoxycarbonyl)pyridine-1-oxide), C([O-])([O-])=O.[K+].[K+] (potassium carbonate). The solvent is C(C)(=O)OC(C)=O (acetic anhydride), O (water), CO (methanol). Run at time 2 hour. The product is FC1=CC=C(C=C1)C1=NC(=CC=C1C(=O)OC)O (methyl 2-(4-fluorophenyl)-6-hydroxypyridin-3-carboxylate). The yield is 76.2%. Reaction SMILES: [F:1][C:2]1[CH:7]=[CH:6][C:5]([C:8]2[C:13]([C:14]([O:16][CH3:17])=[O:15])=[CH:12][CH:11]=[CH:10][N+:9]=2[O-])=[CH:4][CH:3]=1.C(=O)([O-])[O-:20].[K+].[K+]>C(OC(=O)C)(=O)C.CO.O>[F:1][C:2]1[CH:7]=[CH:6][C:5]([C:8]2[C:13]([C:14]([O:16][CH3:17])=[O:15])=[CH:12][CH:11]=[C:10]([OH:20])[N:9]=2)=[CH:4][CH:3]=1 |f:1.2.3|. Reported procedure: A solution of 2-(4-fluorophenyl)-3-(methoxycarbonyl)pyridine-1-oxide (10.5 g.) in acetic anhydride (500 ml.) was stirred at reflux for 17 hr., cooled, evaporated to dryness and the residue partitioned between saturated sodium bicarbonate solution and ethyl acetate. The organic layer was separated, dried and evaporated to dryness. The gum obtained was dissolved in methanol (400 ml.), treated with a solution of potassium carbonate (11.7 g.) in water (100 ml) and stirred at ambient temperature for ... Starting materials: N1=CC(=CC=C1)N1CCN(CCC1)C(=O)OC(C)(C)C (1-(3-Pyridyl)-4-tert-butoxycarbonyl homopiperazine), BrN1C(CCC1=O)=O (N-Bromosuccinimide), O (Water). The solvent is C(C)#N (acetonitrile). Reaction conditions: temperature 0 celsius. The product is BrC1=CC=C(C=N1)N1CCN(CCC1)C(=O)OC(C)(C)C (1-(6-Bromo-3-pyridyl)-4-tert-butoxycarbonyl homopiperazine). RXN SMILES: [N:1]1[CH:6]=[CH:5][CH:4]=[C:3]([N:7]2[CH2:13][CH2:12][CH2:11][N:10]([C:14]([O:16][C:17]([CH3:20])([CH3:19])[CH3:18])=[O:15])[CH2:9][CH2:8]2)[CH:2]=1.[Br:21]N1C(=O)CCC1=O.O>C(#N)C>[Br:21][C:6]1[N:1]=[CH:2][C:3]([N:7]2[CH2:13][CH2:12][CH2:11][N:10]([C:14]([O:16][C:17]([CH3:20])([CH3:19])[CH3:18])=[O:15])[CH2:9][CH2:8]2)=[CH:4][CH:5]=1. Procedure details: 1-(3-Pyridyl)-4-tert-butoxycarbonyl homopiperazine (25.0 g, 90.1 mmol) was solved in acetonitrile (400 ml) and cooled to 0° C. N-Bromosuccinimide (19.3 g, 108.2 mmol) was added during 10 min. Water (400 ml) was added and the mixture was extracted twice with diethyl ether (200 ml). Chromatography on silica gel with a mixture of petroleum: ethyl acetate (1:1) gave the title compound as free base. Yield 18.7 g, 58%.